This data is from the Open Reaction Database (ORD), a public repository of structured organic reaction records. The task is: describe an organic reaction: reactants, conditions, products, and yield The reactants are BrC1=C2CNC(C2=CC=C1)=O (4-bromo-1-isoindolinone), [N+](=O)(O)[O-] (nitric acid). Run in S(O)(O)(=O)=O (sulfuric acid), S(O)(O)(=O)=O (sulfuric acid). Reaction conditions: temperature 0 celsius, time 1 hour. The product is BrC1=C2CNC(C2=C(C=C1)[N+](=O)[O-])=O (4-bromo-7-nitro-1-isoindolinone). Isolated yield 88.9%. As a reaction SMILES: [Br:1][C:2]1[CH:10]=[CH:9][CH:8]=[C:7]2[C:3]=1[CH2:4][NH:5][C:6]2=[O:11].[N+:12]([O-])([OH:14])=[O:13]>S(=O)(=O)(O)O>[Br:1][C:2]1[CH:10]=[CH:9][C:8]([N+:12]([O-:14])=[O:13])=[C:7]2[C:3]=1[CH2:4][NH:5][C:6]2=[O:11]. Procedure: A 0° C. solution of Example 1C (5 g, 23.6 mmol) in 10 mL sulfuric acid was treated with a solution of concentrated nitric acid (1.55 mL, 24.7 mmol) in 10 mL sulfuric acid via addition funnel. The resulting mixture was stirred at 0° C. for 1 hour, warmed to room temperature, stirred overnight, poured over ice, and filtered. The filter cake was washed with water and diethyl ether and then dried to give 5.39 g of the desired product. 1H NMR (300 MHz, DMSO-d6) δ 4.39 (s, 2H); 7.88 (d, J=8.1 Hz, 1H);...